Dataset: the Open Reaction Database (ORD), a public repository of structured organic reaction records. Task: describe an organic reaction: reactants, conditions, products, and yield Reactants: CC1=CC=C(C=C1)C1=CC=C(S1)/C=C/C(=O)NC1=CC=C(C=C1)CN(C1CCOCC1)C ((E)-3-[5-(4-methylphenyl)thiophen-2-yl]-N-[4-[N-methyl-N-(tetrahydropyran-4-yl)aminomethyl]phenyl]acrylamide), CI (methyl iodide). Solvent: CN(C)C=O (DMF). Conditions: time 2 day. Yields the product [I-].C[N+](CC1=CC=C(C=C1)NC(\C=C\C=1SC(=CC1)C1=CC=C(C=C1)C)=O)(C)C1CCOCC1 (N,N-dimethyl-N-[4-[[(E)-3-[5-(4-methylphenyl)thiophen-2-yl]-2-propenoyl]amino]benzyl]-4-tetrahydropyranyl ammonium iodide). As a reaction SMILES: [CH3:1][C:2]1[CH:7]=[CH:6][C:5]([C:8]2[S:12][C:11](/[CH:13]=[CH:14]/[C:15]([NH:17][C:18]3[CH:23]=[CH:22][C:21]([CH2:24][N:25]([CH3:32])[CH:26]4[CH2:31][CH2:30][O:29][CH2:28][CH2:27]4)=[CH:20][CH:19]=3)=[O:16])=[CH:10][CH:9]=2)=[CH:4][CH:3]=1.[CH3:33][I:34]>CN(C=O)C>[I-:34].[CH3:32][N+:25]([CH:26]1[CH2:27][CH2:28][O:29][CH2:30][CH2:31]1)([CH3:33])[CH2:24][C:21]1[CH:22]=[CH:23][C:18]([NH:17][C:15](=[O:16])/[CH:14]=[CH:13]/[C:11]2[S:12][C:8]([C:5]3[CH:4]=[CH:3][C:2]([CH3:1])=[CH:7][CH:6]=3)=[CH:9][CH:10]=2)=[CH:19][CH:20]=1 |f:3.4|. Reported procedure: To a solution of (E)-3-[5-(4-methylphenyl)thiophen-2-yl]-N-[4-[N-methyl-N-(tetrahydropyran-4-yl)aminomethyl]phenyl]acrylamide (100 mg) in DMF (3 ml) was added at room temperature methyl iodide (0.5 ml), and the mixture was stirred for 2 days. Under reduced pressure, the mixture was concentrated, and to the residue was added acetonitrile. The resulting crystals were collected by filtration to give yellow crystals of N,N-dimethyl-N-[4-[[(E)-3-[5-(4-methylphenyl)thiophen-2-yl]-2-propenoyl]amino]ben...